This data is from the Open Reaction Database (ORD), a public repository of structured organic reaction records. The task is: describe an organic reaction: reactants, conditions, products, and yield Reaction conditions: time 3 hour. Starting materials: C(CCO)O (1,3-propanediol), [I-].[K+] (potassium iodide), C1(=CC=C(C=C1)S(=O)(=O)Cl)C (p-toluenesulfonyl chloride). The product is C1(=CC=C(C=C1)S(=O)(=O)OCCCO)C (1,3-propanediol mono-p-toluenesulfonate). Yield: 53.5%. Reaction SMILES: [CH2:1]([OH:5])[CH2:2][CH2:3][OH:4].[I-].[K+].[C:8]1([CH3:18])[CH:13]=[CH:12][C:11]([S:14](Cl)(=[O:16])=[O:15])=[CH:10][CH:9]=1>C(Cl)Cl.[Ag]=O>[C:8]1([CH3:18])[CH:13]=[CH:12][C:11]([S:14]([O:4][CH2:3][CH2:2][CH2:1][OH:5])(=[O:16])=[O:15])=[CH:10][CH:9]=1 |f:1.2|. Procedure: 1.45 mL (corresponding to 20.0 mmol) of 1,3-propanediol was dissolved in 200 mL of methylene chloride. To this solution under an ice bath, 6.96 g (corresponding to 30.0 mmol) of silver oxide, 666 mg (corresponding to 4.0 mmol) of potassium iodide and 4.21 g (corresponding to 22.0 mmol) of p-toluenesulfonyl chloride were added. The resulting mixture was stirred at room temperature for 3 hours. Insoluble matters were filtered out of the reaction mixture, and were washed with ethyl acetate. The was... Reagents/catalysts: [Ag]=O (silver oxide). The solvent is C(Cl)Cl (methylene chloride).